Task: describe an organic reaction: reactants, conditions, products, and yield. Dataset: the Open Reaction Database (ORD), a public repository of structured organic reaction records The reactants are ClC1=CC=C(C(=O)Cl)C=C1 (4-chlorobenzoyl chloride), BrC1=CC=C(C(=O)NCCCN2C=NC(=C2)C2=CC=CC=C2)C=C1 (4-Bromo-N-[3-(4-phenyl-1H-imidazol-1-yl)propyl]benzamide). Product: ClC1=CC=C(C(=O)NCCCN2C=NC(=C2)C2=CC=CC=C2)C=C1 (4-Chloro-N-[3-(4-phenyl-1H-imidazol-1-yl)propyl]-benzamide). Reaction SMILES: [Cl:1][C:2]1[CH:10]=[CH:9][C:5]([C:6](Cl)=[O:7])=[CH:4][CH:3]=1.BrC1C=CC(C([NH:18][CH2:19][CH2:20][CH2:21][N:22]2[CH:26]=[C:25]([C:27]3[CH:32]=[CH:31][CH:30]=[CH:29][CH:28]=3)[N:24]=[CH:23]2)=O)=CC=1>>[Cl:1][C:2]1[CH:10]=[CH:9][C:5]([C:6]([NH:18][CH2:19][CH2:20][CH2:21][N:22]2[CH:26]=[C:25]([C:27]3[CH:32]=[CH:31][CH:30]=[CH:29][CH:28]=3)[N:24]=[CH:23]2)=[O:7])=[CH:4][CH:3]=1. Reported procedure: When 4-chlorobenzoyl chloride was substituted for the 4-bromobenzyl chloride of Example 76, There was obtained the title compound, m.p. 103°-105° C. As a reaction SMILES: [C:1]([NH:8][CH2:9][C@H:10]1[CH2:12][C@H:11]1[CH2:13][O:14][N:15]1C(=O)C2C(=CC=CC=2)C1=O)([O:3][C:4]([CH3:7])([CH3:6])[CH3:5])=[O:2].O>C(Cl)Cl>[O:14]([CH2:13][C@H:11]1[CH2:12][C@H:10]1[CH2:9][NH:8][C:1]([O:3][C:4]([CH3:7])([CH3:6])[CH3:5])=[O:2])[NH2:15]. Yields the product O(N)C[C@@H]1[C@@H](C1)CNC(=O)OC(C)(C)C (cis-2-aminoxymethyl-N-BOC-cyclopropylmethylamine). Reactants: C(=O)(OC(C)(C)C)NC[C@@H]1[C@@H](C1)CON1C(C2=CC=CC=C2C1=O)=O (2-[cis-2-(N-BOC-aminomethyl)-cyclopropylmethoxy]-1H-isoindole-1,3(2H)-dione), hydrate, O (water). Run in C(Cl)Cl (methylene chloride). Run at time 0.5 hour. Procedure: A mixture of 1.5 g (0.00433 mol) of 2-[cis-2-(N-BOC-aminomethyl)-cyclopropylmethoxy]-1H-isoindole-1,3(2H)-dione and 9 ml of hydrazinc hydrate is stirred at room temperature for 1/2 hour. 9 ml of water are then added to the reaction mixture and, after a further 1/2 hour, 50 ml of methylene chloride are added. The reaction mixture is further stirred for another 3 hours, the methylene chloride phase is then separated off and the aqueous phase is washed twice with 30 ml of methylene chloride each ti... Reactants: COC(C)(C)C, ClCCCl, C=C(Cl)CNCCC, O=S(=O)=O, O=P(Cl)(Cl)Cl. Product: C=C(Cl)CN(CCC)S(=O)(=O)Cl. As a reaction SMILES: [CH3:18][O:19][C:20]([CH3:21])([CH3:22])[CH3:23].[Cl:24][CH2:25][CH2:26][Cl:27].[Cl:5][C:6]([CH2:7][NH:8][CH2:9][CH2:10][CH3:11])=[CH2:12].[O:1]=[S:2](=[O:3])=[O:4].[P:13]([Cl:14])([Cl:15])([Cl:16])=[O:17]>>[O:1]=[S:2](=[O:4])([N:8]([CH2:7][C:6]([Cl:5])=[CH2:12])[CH2:9][CH2:10][CH3:11])[Cl:15]. The reactants are Cl.ClC1=CC=NC2=CC(=C(C=C12)C#N)OC (4-chloro-6-cyano-7-methoxyquinoline hydrochloride), CO (methanol), FC1=C(N)C=C(C(=C1)C)O (2-fluoro-5-hydroxy-4-methylaniline). Run in C(C)(C)O (isopropanol). Product: Cl.C(#N)C=1C=C2C(=CC=NC2=CC1OC)NC1=C(C=C(C(=C1)O)C)F (6-cyano-4-(2-fluoro-5-hydroxy-4-methylanilino)-7-methoxyquinoline hydrochloride). Yield: 48.9%. Reaction SMILES: Cl.[Cl:2][C:3]1[C:12]2[C:7](=[CH:8][C:9]([O:15][CH3:16])=[C:10]([C:13]#[N:14])[CH:11]=2)[N:6]=[CH:5][CH:4]=1.CO.[F:19][C:20]1[CH:26]=[C:25]([CH3:27])[C:24]([OH:28])=[CH:23][C:21]=1[NH2:22]>C(O)(C)C>[ClH:2].[C:13]([C:10]1[CH:11]=[C:12]2[C:7](=[CH:8][C:9]=1[O:15][CH3:16])[N:6]=[CH:5][CH:4]=[C:3]2[NH:22][C:21]1[CH:23]=[C:24]([OH:28])[C:25]([CH3:27])=[CH:26][C:20]=1[F:19])#[N:14] |f:0.1,5.6|. Reported procedure: A mixture of 4-chloro-6-cyano-7-methoxyquinoline hydrochloride (500 mg, 2 mmol), (prepared by an analogous procedure to that described for the starting material in Example 1 but using methanol instead of 2-methoxyethanol), and 2-fluoro-5-hydroxy-4-methylaniline (141 mg, 1 mmol), (prepared as described for the starting material in Example 1), in isopropanol (10 ml) was heated at reflux for 4 hours. The mixture was allowed to cool, the solid product was collected by filtration, washed with acetone... The reactants are [Cl-].[Al+3].[Cl-].[Cl-] (aluminium chloride), C1(=CC=CC=C1)CC(=O)NCCC1CCOC2=CC=C(C=C12)C(=O)NCC(=O)Cl ([(4-{2-[(2-Phenylacetyl)amino]ethyl}-3,4-dihydro-2H-chromen-6-yl-carbonyl]amino}acetyl chloride), Cl (HCl). Run in solvent, ClC(C(Cl)Cl)Cl (1,1,2,2-tetrachloroethane). Reaction conditions: temperature 60 celsius, time 1 hour. Product: O=C1CNC(C=2C=CC3=C(C12)C(CCO3)CCNC(CC3=CC=CC=C3)=O)=O (N-[2-(1,4-Dioxo-1,3,4,8,9,10-hexahydro-2H-pyrano[3,2-f]isoquinolin-10-yl)-ethyl]-2-phenylacetamide). As a reaction SMILES: [C:1]1([CH2:7][C:8]([NH:10][CH2:11][CH2:12][CH:13]2[C:22]3[C:17](=[CH:18][CH:19]=[C:20]([C:23]([NH:25][CH2:26][C:27](Cl)=[O:28])=[O:24])[CH:21]=3)[O:16][CH2:15][CH2:14]2)=[O:9])[CH:6]=[CH:5][CH:4]=[CH:3][CH:2]=1.[Cl-].[Al+3].[Cl-].[Cl-].Cl>ClC(Cl)C(Cl)Cl>[O:28]=[C:27]1[C:21]2[C:22]3[CH:13]([CH2:12][CH2:11][NH:10][C:8](=[O:9])[CH2:7][C:1]4[CH:6]=[CH:5][CH:4]=[CH:3][CH:2]=4)[CH2:14][CH2:15][O:16][C:17]=3[CH:18]=[CH:19][C:20]=2[C:23](=[O:24])[NH:25][CH2:26]1 |f:1.2.3.4|. Procedure details: The product obtained in Step B (3 mmol), dissolved in 1,1,2,2-tetrachloroethane (30 ml), is added dropwise to a solution of aluminium chloride (10 mmol) in the same solvent (20 ml) under nitrogen. The reaction mixture is heated at 60° C., with stirring, until the reaction has ceased. The solution is then poured into a mixture of ice (10 g)/concentrated HCl (0.3 ml) and stirring is carried out for one hour. The aqueous phase is extracted twice with chloroform; the combined organic phases are then...